From a dataset of the Open Reaction Database (ORD), a public repository of structured organic reaction records. describe an organic reaction: reactants, conditions, products, and yield Reactants: C(C)(C)(C)OC(=O)N1CCC(CC1)CO (1-tert-butoxycarbonyl-piperidin-4-methanol), N1N=NC=C1 (1H-1,2,3-triazole). Product: C(C)(C)(C)OC(=O)N1CCC(CC1)CN1N=CC=N1 (1-tert-butoxycarbonyl-4-(2H-1,2,3-triazol-2-ylmethyl)piperidine), C(C)(C)(C)OC(=O)N1CCC(CC1)CN1N=NC=C1 (1-tert-butoxycarbonyl-4-(1H-1,2,3-triazol-1-ylmethyl)piperidine). As a reaction SMILES: [C:1]([O:5][C:6]([N:8]1[CH2:13][CH2:12][CH:11]([CH2:14]O)[CH2:10][CH2:9]1)=[O:7])([CH3:4])([CH3:3])[CH3:2].[NH:16]1[CH:20]=[CH:19][N:18]=[N:17]1>>[C:1]([O:5][C:6]([N:8]1[CH2:13][CH2:12][CH:11]([CH2:14][N:17]2[N:18]=[CH:19][CH:20]=[N:16]2)[CH2:10][CH2:9]1)=[O:7])([CH3:4])([CH3:3])[CH3:2].[C:1]([O:5][C:6]([N:8]1[CH2:13][CH2:12][CH:11]([CH2:14][N:16]2[CH:20]=[CH:19][N:18]=[N:17]2)[CH2:10][CH2:9]1)=[O:7])([CH3:4])([CH3:3])[CH3:2]. Procedure details: By a similar manner to Reference Example 29, 1-tert-butoxycarbonyl-piperidin-4-methanol (1.08 g, 5.0 mmol) was reacted with 1H-1,2,3-triazole (1.04 g, 15 mmol) to give 1-tert-butoxycarbonyl-4-(2H-1,2,3-triazol-2-ylmethyl)piperidine as pale yellow solid substance (168 mg, 13%) and 1-tert-butoxycarbonyl-4-(1H-1,2,3-triazol-1-ylmethyl)piperidine as pale yellow solid substance (1.04 g, 78%). Reactants: O=C1CCC(=O)N1Br, Cc1ccn2nc(S(=O)(=O)Nc3c(Cl)cccc3Cl)nc2n1, CC(=O)O, CC(=O)OC(C)=O, O. Yields the product Cc1nc2nc(S(=O)(=O)Nc3c(Cl)cccc3Cl)nn2cc1Br. RXN SMILES: [Br:23][N:24]1[C:25](=[O:26])[CH2:27][CH2:28][C:29]1=[O:30].[CH3:1][c:2]1[n:3][c:4]2[n:5]([cH:6][cH:7]1)[n:8][c:9]([S:11](=[O:12])(=[O:13])[NH:14][c:15]1[c:16]([Cl:22])[cH:17][cH:18][cH:19][c:20]1[Cl:21])[n:10]2.[CH3:32][C:33](=[O:34])[OH:35].[CH3:36][C:37]([O:38][C:39](=[O:40])[CH3:41])=[O:42].[OH2:31]>>[CH3:1][c:2]1[n:3][c:4]2[n:5]([cH:6][c:7]1[Br:23])[n:8][c:9]([S:11](=[O:12])(=[O:13])[NH:14][c:15]1[c:16]([Cl:22])[cH:17][cH:18][cH:19][c:20]1[Cl:21])[n:10]2. Reactants: C(C)OC(=O)C=1N=C2N(C(=C(C=C2Cl)F)C2=NN(C(=C2Cl)OC(F)F)C)C1 (8-chloro-5-(4-chloro-5-difluoromethoxy-1-methyl-[1H]-pyrazol-3-yl)-6-fluoro-imidazo[1,2-a]pyridine-2-carboxylic acid ethyl ester), Cl (hydrochloric acid), [OH-].[Na+] (sodium hydroxide), [OH-].[Na+] (sodium hydroxide). The solvent is CS(=O)C (dimethyl sulfoxide). Run at temperature 22 celsius, time 1 hour. Yields the product ClC=1C=2N(C(=C(C1)F)C1=NN(C(=C1Cl)OC(F)F)C)C=C(N2)C(=O)O (8-Chloro-5-(4-chloro-5-difluoromethoxy-1-methyl-[1H]-pyrazol-3-yl)-6fluoro-imidazo[1,2-a]pyridine-2-carboxylic Acid). Isolated yield 73.5%. Reaction SMILES: C([O:3][C:4]([C:6]1[N:7]=[C:8]2[C:13]([Cl:14])=[CH:12][C:11]([F:15])=[C:10]([C:16]3[C:20]([Cl:21])=[C:19]([O:22][CH:23]([F:25])[F:24])[N:18]([CH3:26])[N:17]=3)[N:9]2[CH:27]=1)=[O:5])C.[OH-].[Na+].Cl>CS(C)=O>[Cl:14][C:13]1[C:8]2[N:9]([CH:27]=[C:6]([C:4]([OH:5])=[O:3])[N:7]=2)[C:10]([C:16]2[C:20]([Cl:21])=[C:19]([O:22][CH:23]([F:25])[F:24])[N:18]([CH3:26])[N:17]=2)=[C:11]([F:15])[CH:12]=1 |f:1.2|. Procedure: 0.51 g of 8-chloro-5-(4-chloro-5-difluoromethoxy-1-methyl-[1H]-pyrazol-3-yl)-6-fluoro-imidazo[1,2-a]pyridine-2-carboxylic acid ethyl ester (Example P58) is dissolved in 3 ml of dimethyl sulfoxide and, with cooling in an ice-bath, 0.63 ml of a 2N aqueous sodium hydroxide solution is added. The mixture is then stirred for 1 hour at 22° C. Because the TLC analysis of a worked-up sample indicates that starting material is still present, a further 0.1 ml of 2N sodium hydroxide solution is added. Afte... RXN SMILES: [CH2:27]([N+:28]([CH3:29])([CH3:30])[CH3:31])[c:32]1[cH:33][cH:34][cH:35][cH:36][cH:37]1.[CH3:44][C:45]([OH:46])([CH3:47])[CH3:48].[CH3:49][OH:50].[CH3:51][CH2:52][O:53][C:54](=[O:55])[CH3:56].[ClH:38].[N+:22](=[O:23])([O-:24])[CH3:25].[O:39]1[CH2:40][CH2:41][CH2:42][CH2:43]1.[OH-:26].[OH2:57].[c:1]1([C:7]2([c:16]3[cH:17][cH:18][cH:19][cH:20][cH:21]3)[CH:8]=[C:9]([CH:14]=[O:15])[C:10](=[O:13])[CH2:11][CH2:12]2)[cH:2][cH:3][cH:4][cH:5][cH:6]1>>[c:1]1([C:7]2([c:16]3[cH:17][cH:18][cH:19][cH:20][cH:21]3)[CH:8]([CH2:25][N+:22](=[O:23])[O-:24])[CH:9]([CH:14]=[O:15])[C:10](=[O:13])[CH2:11][CH2:12]2)[cH:2][cH:3][cH:4][cH:5][cH:6]1. The reactants are C[N+](C)(C)Cc1ccccc1, CC(C)(C)O, CO, CCOC(C)=O, Cl, C[N+](=O)[O-], C1CCOC1, [OH-], O, O=CC1=CC(c2ccccc2)(c2ccccc2)CCC1=O. Yields the product O=CC1C(=O)CCC(c2ccccc2)(c2ccccc2)C1C[N+](=O)[O-]. The reactants are FC1=CC(=C(C=C1F)C1(C(N(C2=CC=CC=C12)C(C1=CC=CC=C1)C1=CC=CC=C1)=O)O)O (3-(4,5-difluoro-2-hydroxyphenyl)-1-(diphenylmethyl)-3-hydroxy-1,3-dihydro-2H-indol-2-one), C(C)[SiH](CC)CC (triethylsilane). Run in FC(C(=O)O)(F)F (trifluoroacetic acid). Reaction conditions: time 16 hour. The product is FC1=CC(=C(C=C1F)C1C(N(C2=CC=CC=C12)C(C1=CC=CC=C1)C1=CC=CC=C1)=O)O (3-(4,5-difluoro-2-hydroxyphenyl)-1-(diphenylmethyl)-1,3-dihydro-2H-indol-2-one). Isolated yield 55.7%. RXN SMILES: [F:1][C:2]1[C:7]([F:8])=[CH:6][C:5]([C:9]2(O)[C:17]3[C:12](=[CH:13][CH:14]=[CH:15][CH:16]=3)[N:11]([CH:18]([C:25]3[CH:30]=[CH:29][CH:28]=[CH:27][CH:26]=3)[C:19]3[CH:24]=[CH:23][CH:22]=[CH:21][CH:20]=3)[C:10]2=[O:31])=[C:4]([OH:33])[CH:3]=1.C([SiH](CC)CC)C>FC(F)(F)C(O)=O>[F:1][C:2]1[C:7]([F:8])=[CH:6][C:5]([CH:9]2[C:17]3[C:12](=[CH:13][CH:14]=[CH:15][CH:16]=3)[N:11]([CH:18]([C:25]3[CH:26]=[CH:27][CH:28]=[CH:29][CH:30]=3)[C:19]3[CH:24]=[CH:23][CH:22]=[CH:21][CH:20]=3)[C:10]2=[O:31])=[C:4]([OH:33])[CH:3]=1. Procedure: To a solution of 3-(4,5-difluoro-2-hydroxyphenyl)-1-(diphenylmethyl)-3-hydroxy-1,3-dihydro-2H-indol-2-one (11.72 g, 26.4 mmol) in trifluoroacetic acid (60 mL) under nitrogen was added triethylsilane (10.55 mL, 66.0 mmol), and the reaction mixture was stirred for 16 h. Following concentration in vacuo, the residue was purified by column chromatography (30% ethyl acetate in hexanes). Precipitation from diethyl ether/hexanes followed by filtration yielded 3-(4,5-difluoro-2-hydroxyphenyl)-1-(dipheny... Reactants: C1(=CC=C(C=C1)S(=O)(=O)Cl)C (p-Toluenesulfonylchloride), C(=O)(O)[O-].[Na+] (NaHCO3), N1=CC=CC=C1 (pyridine), Cl (HCl), CC=1C=CC(=CC1)S(=O)(=O)O.O (pTSA H2O). Reaction conditions: time 48 hour. The product is OC[C@H]1N(C[C@@H](C1)OS(=O)(=O)C1=CC=C(C=C1)C)C(=O)OC(C)(C)C ((2S-trans)-2-hydroxymethyl-4-[[(4-methylphenyl)sulfonyl]oxy]-1-pyrrolidinecarboxylic acid, 1,1-dimethylethyl ester). As a reaction SMILES: [C:1]1([CH3:11])[CH:6]=CC(S(Cl)(=O)=O)=C[CH:2]=1.Cl.[CH3:13][C:14]1[CH:15]=[CH:16][C:17]([S:20]([OH:23])(=[O:22])=[O:21])=[CH:18][CH:19]=1.[OH2:24].[C:25]([O-:28])(O)=[O:26].[Na+].[N:30]1[CH:35]=[CH:34][CH:33]=[CH:32][CH:31]=1>>[OH:24][CH2:31][C@@H:32]1[CH2:33][C@@H:34]([O:21][S:20]([C:17]2[CH:16]=[CH:15][C:14]([CH3:13])=[CH:19][CH:18]=2)(=[O:23])=[O:22])[CH2:35][N:30]1[C:25]([O:28][C:1]([CH3:11])([CH3:6])[CH3:2])=[O:26] |f:2.3,4.5|. Procedure: 2a(2) (3.41 g, 10.3 mmol) was dissolved in anhydrous pyridine (30.0 mL) and cooled to 0° C. p-Toluenesulfonylchloride (5.89 g, 30.9 mmol) was then added in portions over a 10 minute period. The flask was then placed in a refrigerator at 4° C. for 48 h. The resulting solution was poured into 1 N HCl (300 mL), extracted with methylene chloride (3×200 mL) and the organics were dried over anhydrous sodium sulfate. The crude tosylate intermediate was dissolved in THF (50 mL), to which was added H2O (... The reactants are Cc1ccccc1, O=C(Cl)Cl, OCc1ccc(Cl)c(Cl)c1. The product is O=C(Cl)OCc1ccc(Cl)c(Cl)c1. RXN SMILES: [CH3:15][c:16]1[cH:17][cH:18][cH:19][cH:20][cH:21]1.[Cl:11][C:12]([Cl:13])=[O:14].[Cl:1][c:2]1[cH:3][c:4]([CH2:5][OH:6])[cH:7][cH:8][c:9]1[Cl:10]>>[Cl:1][c:2]1[cH:3][c:4]([CH2:5][O:6][C:12]([Cl:11])=[O:14])[cH:7][cH:8][c:9]1[Cl:10]. Starting materials: CCCS(=O)(=O)NC(C(=O)NC(CN(C)C(=O)OC(C)(C)C)C(=O)NCc1ccc(C#N)cc1)C(C)CC, O=C(O)C(F)(F)F. Yields the product CCCS(=O)(=O)NC(C(=O)NC(CNC)C(=O)NCc1ccc(C#N)cc1)C(C)CC. Reaction SMILES: [CH2:1]([CH2:2][CH3:3])[S:4](=[O:5])(=[O:6])[NH:7][CH:8]([CH:9]([CH3:10])[CH2:11][CH3:12])[C:13](=[O:14])[NH:15][CH:16]([CH2:17][N:18]([CH3:19])[C:20]([O:21][C:22]([CH3:23])([CH3:24])[CH3:25])=[O:26])[C:27](=[O:28])[NH:29][CH2:30][c:31]1[cH:32][cH:33][c:34]([C:37]#[N:38])[cH:35][cH:36]1.[OH:39][C:40]([C:41]([F:42])([F:43])[F:44])=[O:45]>>[CH2:1]([CH2:2][CH3:3])[S:4](=[O:5])(=[O:6])[NH:7][CH:8]([CH:9]([CH3:10])[CH2:11][CH3:12])[C:13](=[O:14])[NH:15][CH:16]([CH2:17][NH:18][CH3:19])[C:27](=[O:28])[NH:29][CH2:30][c:31]1[cH:32][cH:33][c:34]([C:37]#[N:38])[cH:35][cH:36]1. Starting materials: OC1=C(C(=CC=C1)O)C(C)=O (2′,6′-dihydroxy-acetophenone), C([O-])([O-])=O.[K+].[K+] (potassium carbonate), BrCCCCl (1-bromo-3-chloropropane), O (Water). Run in CN(C=O)C (dimethylformamide). Conditions: temperature 70 celsius, time 4 hour. Yields the product ClCCCOC1=CC=CC(=C1C(C)=O)O (6′-(3-chloropropoxy)-2′-hydroxy-acetophenone). The yield is 46.4%. RXN SMILES: [OH:1][C:2]1[CH:7]=[CH:6][CH:5]=[C:4]([OH:8])[C:3]=1[C:9](=[O:11])[CH3:10].C(=O)([O-])[O-].[K+].[K+].Br[CH2:19][CH2:20][CH2:21][Cl:22].O>CN(C)C=O>[Cl:22][CH2:21][CH2:20][CH2:19][O:1][C:2]1[C:3]([C:9](=[O:11])[CH3:10])=[C:4]([OH:8])[CH:5]=[CH:6][CH:7]=1 |f:1.2.3|. Reported procedure: To a solution of 2′,6′-dihydroxy-acetophenone (500 mg, 3.28 mmol) in dimethylformamide (20 ml) were added potassium carbonate (680 mg, 4.93 mmol) and 1-bromo-3-chloropropane (0.34 ml, 3.45 mmol) and the mixture was stirred at 70° C. for 4 h. Water was added and the organics were extracted with ethylacetate, washed with brine, dried over sodium sulfate and concentrated to dryness. The residue was purified by flash chromatography over silica gel (gradient cyclohexane/ethyl acetate: 0-15%) to yield... The reactants are Cl (hydrochloric acid), C(\C=C\C1=CC(O)=C(OC)C=C1)(=O)OC (methyl isoferulate), C1C(O1)CO (glycidol), [H-].[Na+] (sodium hydride). Solvent: CS(=O)C (DMSO). Conditions: time 0.5 hour. Product: C(C=CC1=CC=CC=C1)(=O)O (cinnamic acid). Reaction SMILES: [C:1]([O:14]C)(=[O:13])/[CH:2]=[CH:3]/[C:4]1[CH:12]=[CH:11][C:8](OC)=[C:6](O)[CH:5]=1.[H-].[Na+].C1OC1CO.Cl>CS(C)=O>[C:1]([OH:14])(=[O:13])[CH:2]=[CH:3][C:4]1[CH:5]=[CH:6][CH:8]=[CH:11][CH:12]=1 |f:1.2|. Procedure details: 3 g of methyl isoferulate was dissolved in 600 ml of DMSO, and 370 mg of sodium hydride was added. The system was heated to 90° C. under N2 gas flow and 7 g of glycidol was added gradually. Heating and agitation was carried out for 0.5 hours. The system was cooled, neutralized by adding hydrochloric acid, solvent was removed and adduct of cinnamic acid and glycerin was obtained.